Dataset: the Open Reaction Database (ORD), a public repository of structured organic reaction records. Task: describe an organic reaction: reactants, conditions, products, and yield The reactants are CCN(CC)C(=O)Cl, CCOC(=O)c1ccc(N2CCNCC2)cc1, ClC(Cl)Cl. The product is CCOC(=O)c1ccc(N2CCN(C(=O)N(CC)CC)CC2)cc1. As a reaction SMILES: [CH2:18]([CH3:19])[N:20]([C:21](=[O:22])[Cl:23])[CH2:24][CH3:25].[CH2:1]([CH3:2])[O:3][C:4](=[O:5])[c:6]1[cH:7][cH:8][c:9]([N:12]2[CH2:13][CH2:14][NH:15][CH2:16][CH2:17]2)[cH:10][cH:11]1.[CH:26]([Cl:27])([Cl:28])[Cl:29]>>[CH2:1]([CH3:2])[O:3][C:4](=[O:5])[c:6]1[cH:7][cH:8][c:9]([N:12]2[CH2:13][CH2:14][N:15]([C:21]([N:20]([CH2:18][CH3:19])[CH2:24][CH3:25])=[O:22])[CH2:16][CH2:17]2)[cH:10][cH:11]1. The reactants are CN1CCC(=CC1)C(=O)OCC (ethyl 1-methyl-1,2,3,6tetrahydro-4-pyridinecarboxylate), [H-].[Al+3].[Li+].[H-].[H-].[H-] (lithium aluminium hydride), O (water), [OH-].[Na+] (NaOH), O (water). Solvent: C1CCOC1 (THF). Conditions: time 15 minute. Yields the product OCC=1CCN(CC1)C (4-(Hydroxymethyl)-l-methyl-1,2,3,6-tetrahydropyridine). Isolated yield 81.2%. As a reaction SMILES: [CH3:1][N:2]1[CH2:7][CH:6]=[C:5]([C:8](OCC)=[O:9])[CH2:4][CH2:3]1.[H-].[Al+3].[Li+].[H-].[H-].[H-].O.[OH-].[Na+]>C1COCC1>[OH:9][CH2:8][C:5]1[CH2:6][CH2:7][N:2]([CH3:1])[CH2:3][CH:4]=1 |f:1.2.3.4.5.6,8.9|. Procedure: To a solution of ethyl 1-methyl-1,2,3,6tetrahydro-4-pyridinecarboxylate (10.0 ml, 0.061 mole) in THF (200 ml) was added, maintaining temperature below 25° C., lithium aluminium hydride (2.76 g, 0.073 mole). After stirring for a further 15 min, water (2.75 ml), 10% NaOH (4 ml) and water (4 ml) were successively added, and the mixture was filtered. The filtrate was dried (Na2SO4) and evaporated in vacuo to give the title compound as an amber oil (6.30 g, 81%), which solidified on standing. Reactants: CC=1N=C(SC1C)C(=O)O (4,5-dimethylthiazole-2-carboxylic acid), C1(CCCCC1)NC1CCCCC1 (dicyclohexylamine), hydrated sodium, desired material, C(Cl)Cl (methylene chloride), C(C(=O)Cl)(=O)Cl (oxalyl chloride), yellow solid. Solvent: C(C)O (ethanol), C(C)O (ethanol), O (water). Conditions: time 1 hour. Yields the product CC=1N=CSC1C.C1(CCCCC1)NC1CCCCC1.S1C(=CC=C1)C(=O)O (4,5-Dimethylthiazole 2-thiolcarboxylic acid dicyclohexylamine salt). Reaction SMILES: [CH3:1][C:2]1[N:3]=[C:4]([C:8]([OH:10])=[O:9])[S:5][C:6]=1[CH3:7].C(Cl)Cl.C(Cl)(=O)C(Cl)=O.[CH:20]1([NH:26][CH:27]2[CH2:32][CH2:31][CH2:30][CH2:29][CH2:28]2)[CH2:25][CH2:24][CH2:23][CH2:22][CH2:21]1>C(O)C.O>[CH3:1][C:2]1[N:3]=[CH:4][S:5][C:6]=1[CH3:7].[CH:27]1([NH:26][CH:20]2[CH2:21][CH2:22][CH2:23][CH2:24][CH2:25]2)[CH2:28][CH2:29][CH2:30][CH2:31][CH2:32]1.[S:5]1[CH:6]=[CH:2][CH:1]=[C:4]1[C:8]([OH:10])=[O:9] |f:6.7.8|. Procedure details: To a slurry of 19.0 g. (0.121 mole) of 4,5-dimethylthiazole-2-carboxylic acid in 250 ml. of dry methylene chloride was added over 1 hour 10.3 ml. (0.121 mole) of oxalyl chloride. The reaction mixture was stirred at room temperature for 1 hour and was refluxed for 2 hours. The small amount of insoluble material was removed by filtration and the filtrate was concentrated under reduced pressure to a yellow oil. Infrared spectrum indicated this to be the desired acid chloride. This was added dropwis... The reactants are FC(S(=O)(=O)OC=1C=C2C=CC(=CC2=CC1)CO)(F)F (6-trifluoromethanesulfonyloxy-naphthalen-2-yl-methanol), C=1C=C[NH+]=CC1.[O-][Cr](=O)(=O)Cl (PCC). Solvent: C(Cl)Cl (CH2Cl2). Product: FC(S(=O)(=O)OC=1C=C2C=CC(=CC2=CC1)C=O)(F)F (6-trifluoromethanesulfonyloxy-naphthalene-2-carboxaldehyde). Isolated yield 93.8%. Reaction SMILES: [F:1][C:2]([F:20])([F:19])[S:3]([O:6][C:7]1[CH:8]=[C:9]2[C:14](=[CH:15][CH:16]=1)[CH:13]=[C:12]([CH2:17][OH:18])[CH:11]=[CH:10]2)(=[O:5])=[O:4].C1C=C[NH+]=CC=1.[O-][Cr](Cl)(=O)=O>C(Cl)Cl>[F:19][C:2]([F:1])([F:20])[S:3]([O:6][C:7]1[CH:8]=[C:9]2[C:14](=[CH:15][CH:16]=1)[CH:13]=[C:12]([CH:17]=[O:18])[CH:11]=[CH:10]2)(=[O:4])=[O:5] |f:1.2|. Procedure: To a mechanical stirred solution of 6-trifluoromethanesulfonyloxy-naphthalen-2-yl-methanol (70.0 g, 0.228 mol) in CH2Cl2 (600 mL) under an atmosphere of argon was added PCC (54.20 g, 0.25 mol, crushed prior to addition) over a few minutes. After 2 hours the resulting black suspension was poured onto a silica gel column and purified using CH2Cl2 to give a yellow oil that slowly crystallized upon standing to afford 65.1 g (94%) of 6-trifluoromethanesulfonyloxy-naphthalene-2-carboxaldehyde. 1H NMR ... The reactants are C1(CCCCC1)C(CCC1C(C2(OCCO2)CC1)CCCCCCCO)=O (7-(3-cyclohexyl-3-oxopropyl)-6-(7-hydroxyheptyl)-1,4-dioxaspiro[4,4]nonane). The solvent is Cl (hydrochloric acid). Run at temperature 60 celsius, time 2 hour. Product: C1(CCCCC1)C(CCC1C(C(CC1)=O)CCCCCCCO)=O (7-[2-(3-cyclohexyl-3-oxopropyl)-5-oxocyclopentyl]heptan-1-ol). Isolated yield 36.2%. Reaction SMILES: [CH:1]1([C:7](=[O:27])[CH2:8][CH2:9][CH:10]2[CH2:18][CH2:17][C:12]3(OCC[O:13]3)[CH:11]2[CH2:19][CH2:20][CH2:21][CH2:22][CH2:23][CH2:24][CH2:25][OH:26])[CH2:6][CH2:5][CH2:4][CH2:3][CH2:2]1>Cl>[CH:1]1([C:7](=[O:27])[CH2:8][CH2:9][CH:10]2[CH2:18][CH2:17][C:12](=[O:13])[CH:11]2[CH2:19][CH2:20][CH2:21][CH2:22][CH2:23][CH2:24][CH2:25][OH:26])[CH2:2][CH2:3][CH2:4][CH2:5][CH2:6]1. Reported procedure: A mixture of 7-(3-cyclohexyl-3-oxopropyl)-6-(7-hydroxyheptyl)-1,4-dioxaspiro[4,4]nonane (0.5 g.) in hydrochloric acid (20 ml; 1N) was stirred at 60° C. for 2 hours, cooled to ambient temperature and extracted with diethyl ether. The ethereal extract was washed with water, then dried over sodium sulphate. Removal of the solvent under reduced pressure gave a crude product (0.4 g.) which was purified by preparative thin layer chromatography on silica gel, using a mixture of diethyl ether, ethyl ace... Yield: 66.9%. The reagents and catalysts are C=1C=CC(=CC1)[P](C=2C=CC=CC2)(C=3C=CC=CC3)[Pd]([P](C=4C=CC=CC4)(C=5C=CC=CC5)C=6C=CC=CC6)([P](C=7C=CC=CC7)(C=8C=CC=CC8)C=9C=CC=CC9)[P](C=1C=CC=CC1)(C=1C=CC=CC1)C=1C=CC=CC1 (Pd(PPh3)4). Reactants: CC1(OB(OC1(C)C)C=1C2=CC=CC=C2C(=C2C=CC=CC12)C1=CC=C(C2=CC=CC=C12)C1=CC=CC=C1)C (4,4,5,5-tetramethyl-2-(10-(4-phenylnaphthalen-1-yl)anthracen-9-yl)-1,3,2-dioxaborolane), FC(S(=O)(=O)OC1=CC2=CC(=CC=C2C=C1)OC)(F)F (7-methoxynaphthalen-2-yl trifluoromethane sulfonate), P(=O)([O-])([O-])[O-].[K+].[K+].[K+] (potassium phosphate), C=1(C)C(C)=CC(C)=CC1 (pseudo cumene). Reaction SMILES: CC1(C)C(C)(C)OB([C:9]2[C:10]3[C:15]([C:16]([C:23]4[C:32]5[C:27](=[CH:28][CH:29]=[CH:30][CH:31]=5)[C:26]([C:33]5[CH:38]=[CH:37][CH:36]=[CH:35][CH:34]=5)=[CH:25][CH:24]=4)=[C:17]4[C:22]=2[CH:21]=[CH:20][CH:19]=[CH:18]4)=[CH:14][CH:13]=[CH:12][CH:11]=3)O1.FC(F)(F)S(O[C:46]1[CH:55]=[CH:54][C:53]2[C:48](=[CH:49][C:50]([O:56][CH3:57])=[CH:51][CH:52]=2)[CH:47]=1)(=O)=O.P([O-])([O-])([O-])=O.[K+].[K+].[K+].C1(C(=CC(=CC=1)C)C)C>C1C=CC([P]([Pd]([P](C2C=CC=CC=2)(C2C=CC=CC=2)C2C=CC=CC=2)([P](C2C=CC=CC=2)(C2C=CC=CC=2)C2C=CC=CC=2)[P](C2C=CC=CC=2)(C2C=CC=CC=2)C2C=CC=CC=2)(C2C=CC=CC=2)C2C=CC=CC=2)=CC=1.O.CC(O)C>[CH3:57][O:56][C:50]1[CH:49]=[C:48]2[C:53]([CH:54]=[CH:55][C:46]([C:9]3[C:22]4[C:17]([C:16]([C:23]5[C:32]6[C:27](=[CH:28][CH:29]=[CH:30][CH:31]=6)[C:26]([C:33]6[CH:38]=[CH:37][CH:36]=[CH:35][CH:34]=6)=[CH:25][CH:24]=5)=[C:15]5[C:10]=3[CH:11]=[CH:12][CH:13]=[CH:14]5)=[CH:18][CH:19]=[CH:20][CH:21]=4)=[CH:47]2)=[CH:52][CH:51]=1 |f:2.3.4.5,^1:80,82,101,120|. The solvent is O (water), CC(C)O (IPA). The product is COC1=CC=C2C=CC(=CC2=C1)C=1C2=CC=CC=C2C(=C2C=CC=CC12)C1=CC=C(C2=CC=CC=C12)C1=CC=CC=C1 (9-(7-methoxynaphthalen-2-yl)-10-(4-phenylnaphthalen-1-yl)anthracene). Procedure details: Under the nitrogen atmosphere, 4,4,5,5-tetramethyl-2-(10-(4-phenylnaphthalen-1-yl)anthracen-9-yl)-1,3,2-dioxaborolane (23.0 g) as the nineteenth intermediate compound, 7-methoxynaphthalen-2-yl trifluoromethane sulfonate (18.0 g), Pd(PPh3)4 (1.6 g), potassium phosphate (19.3 g), and a mixture solvent (125 ml) of pseudo cumene, IPA, and water (pseudo cumene/IPA/water=20/4/1 (volume ratio)) were added to a flask and refluxed for 5 hours. Once the heating is completed, liquid separation was performe... Starting materials: CN1C(C(=CC=C1SC)C(=O)OC)=O (Methyl 1,2-dihydro-1-methyl-6-methylthio-2-oxopyridine-3-carboxylate), O.[OH-].[Li+] (lithium hydroxide monohydrate). Run in C1CCOC1 (THF), O (water). The product is CN1C(C(=CC=C1SC)C(=O)O)=O (1,2-dihydro-1-methyl-6-methylthio-2-oxopyridine-3-carboxylic acid). Yield: 81.9%. Reaction SMILES: [CH3:1][N:2]1[C:7]([S:8][CH3:9])=[CH:6][CH:5]=[C:4]([C:10]([O:12]C)=[O:11])[C:3]1=[O:14].O.[OH-].[Li+]>C1COCC1.O>[CH3:1][N:2]1[C:7]([S:8][CH3:9])=[CH:6][CH:5]=[C:4]([C:10]([OH:12])=[O:11])[C:3]1=[O:14] |f:1.2.3|. Procedure details: Methyl 1,2-dihydro-1-methyl-6-methylthio-2-oxopyridine-3-carboxylate (2.1 g, 9.8 mmol) and lithium hydroxide monohydrate (0.50 g, 12 mmol) were dissolved in a mixed solvent of THF (30 mL) and water (2 mL), and stirred for a day at room temperature. The reaction mixture was concentrated under reduced pressure. To thus obtained residue, a mixed solution of aqueous saturated sodium bicarbonate and ethyl acetate was added, and then liquid separation and extraction were subjected. The obtained liquid... Reactants: CCOC(=O)C(C)=CC(Cc1ccc(-c2cccc(Cl)c2)cc1)NC(=O)OC(C)(C)C, CCO, [H][H]. Yields the product CCOC(=O)C(C)CC(Cc1ccc(-c2cccc(Cl)c2)cc1)NC(=O)OC(C)(C)C. As a reaction SMILES: [CH2:1]([CH3:2])[O:3][C:4]([C:5](=[CH:6][CH:7]([CH2:8][c:9]1[cH:10][cH:11][c:12](-[c:15]2[cH:16][c:17]([Cl:21])[cH:18][cH:19][cH:20]2)[cH:13][cH:14]1)[NH:22][C:23](=[O:24])[O:25][C:26]([CH3:27])([CH3:28])[CH3:29])[CH3:30])=[O:31].[CH3:34][CH2:35][OH:36].[H:32][H:33]>>[CH2:1]([CH3:2])[O:3][C:4]([CH:5]([CH2:6][CH:7]([CH2:8][c:9]1[cH:10][cH:11][c:12](-[c:15]2[cH:16][c:17]([Cl:21])[cH:18][cH:19][cH:20]2)[cH:13][cH:14]1)[NH:22][C:23](=[O:24])[O:25][C:26]([CH3:27])([CH3:28])[CH3:29])[CH3:30])=[O:31]. Starting materials: FC(S(=O)(=O)O[Si](C)(C)C)(F)F (trimethylsilyl trifluoromethanesulfonate), C(C)(C)(C)OC(=O)N1CSCC2=C1C=CC=C2 (N-tert-butoxycarbonyl-3,4-dihydro-1H-2,4-benzothiazine), N1=C(C=CC=C1C)C (2,6-lutidine). Solvent: CO (methanol), C(Cl)Cl (methylene chloride). Run at time 20 minute. Yields the product N1CSCC2=C1C=CC=C2 (3,4-Dihydro-1H-2,4-benzothiazine). As a reaction SMILES: FC(F)(F)S(O[Si](C)(C)C)(=O)=O.C(OC([N:20]1[C:25]2[CH:26]=[CH:27][CH:28]=[CH:29][C:24]=2[CH2:23][S:22][CH2:21]1)=O)(C)(C)C.N1C(C)=CC=CC=1C>C(Cl)Cl.CO>[NH:20]1[C:25]2[CH:26]=[CH:27][CH:28]=[CH:29][C:24]=2[CH2:23][S:22][CH2:21]1. Reported procedure: 1.47 ml of trimethylsilyl trifluoromethanesulfonate are added dropwise to a solution of 1.0 g of N-tert-butoxycarbonyl-3,4-dihydro-1H-2,4-benzothiazine in 35 ml of methylene chloride at room temperature, and 1.41 ml of 2,6-lutidine is added. The reaction mixture is stirred at room temperature for 20 minutes and then diluted with 5 ml of methanol and concentrated. The crude product is purified by means of FC (30 g of silica gel, mobile phase G). This gives the pure title compound: Rf (D)=0.26; Rt...